From a dataset of the Open Reaction Database (ORD), a public repository of structured organic reaction records. describe an organic reaction: reactants, conditions, products, and yield The reactants are N#Cc1ccc(C=CC(=O)O)cc1, O=S(Cl)Cl. Product: N#Cc1ccc(C=CC(=O)O)cc1, [Cl-]. As a reaction SMILES: [C:5](#[N:6])[c:7]1[cH:8][cH:9][c:10]([CH:11]=[CH:12][C:13](=[O:14])[OH:15])[cH:16][cH:17]1.[S:1]([Cl:2])([Cl:3])=[O:4]>>[C:5](#[N:6])[c:7]1[cH:8][cH:9][c:10]([CH:11]=[CH:12][C:13](=[O:14])[OH:15])[cH:16][cH:17]1.[Cl-:3].